This data is from the Open Reaction Database (ORD), a public repository of structured organic reaction records. The task is: describe an organic reaction: reactants, conditions, products, and yield Reactants: C(CCC)OC=1C(=C(C=CC1C)[N+](=O)[O-])C (3-butoxy-2,4-dimethylnitrobenzene), C(CCC)OC1=C(C(=CC=C1C)[N+](=O)[O-])CC(C(=O)O)=O (3-(2-butoxy-3-methyl-6-nitrophenyl)-pyruvic acid). Yields the product C(CCC)OC1=C2C=C(NC2=CC=C1C)C(=O)O (4-butoxy-5-methylindole-2-carboxylic acid). Reaction SMILES: C(OC1C(C)=C([N+]([O-])=O)C=CC=1C)CCC.[CH2:17]([O:21][C:22]1[C:27]([CH3:28])=[CH:26][CH:25]=[C:24]([N+:29]([O-])=O)[C:23]=1[CH2:32][C:33](=O)[C:34]([OH:36])=[O:35])[CH2:18][CH2:19][CH3:20]>>[CH2:17]([O:21][C:22]1[C:27]([CH3:28])=[CH:26][CH:25]=[C:24]2[C:23]=1[CH:32]=[C:33]([C:34]([OH:36])=[O:35])[NH:29]2)[CH2:18][CH2:19][CH3:20]. Reported procedure: The compound was prepared via 3-butoxy-2,4-dimethylnitrobenzene (b.p. 129°-131° C/0.4 mm Hg) and 3-(2-butoxy-3-methyl-6-nitrophenyl)-pyruvic acid (m.p. 90°-91° C). Reactants: CC1=C(C=C(C=C1)C)C=1N=C(C2=C(N1)CCN(C2)C2=C(C=CC(=C2)C(C)C)C)N2[C@@H](CN(CC2)C(=O)OC(C)(C)C)C ((R)-tert-Butyl 4-(2-(2,5-dimethylphenyl)-6-(5-isopropyl-2-methylphenyl)-5,6,7,8-tetrahydropyrido[4,3-d]pyrimidin-4-yl)-3-methylpiperazine-1-carboxylate), C(=O)(C(F)(F)F)O (TFA). Run in C(Cl)Cl (DCM). Product: CC1=C(C=C(C=C1)C)C=1N=C(C2=C(N1)CCN(C2)C2=C(C=CC(=C2)C(C)C)C)N2[C@@H](CNCC2)C ((R)-2-(2,5-Dimethylphenyl)-6-(5-isopropyl-2-methylphenyl)-4-(2-methylpiperazin-1-yl)-5,6,7,8-tetrahydropyrido[4,3-d]pyrimidine). As a reaction SMILES: [CH3:1][C:2]1[CH:7]=[CH:6][C:5]([CH3:8])=[CH:4][C:3]=1[C:9]1[N:10]=[C:11]([N:29]2[CH2:34][CH2:33][N:32](C(OC(C)(C)C)=O)[CH2:31][C@H:30]2[CH3:42])[C:12]2[CH2:18][N:17]([C:19]3[CH:24]=[C:23]([CH:25]([CH3:27])[CH3:26])[CH:22]=[CH:21][C:20]=3[CH3:28])[CH2:16][CH2:15][C:13]=2[N:14]=1.C(O)(C(F)(F)F)=O>C(Cl)Cl>[CH3:1][C:2]1[CH:7]=[CH:6][C:5]([CH3:8])=[CH:4][C:3]=1[C:9]1[N:10]=[C:11]([N:29]2[CH2:34][CH2:33][NH:32][CH2:31][C@H:30]2[CH3:42])[C:12]2[CH2:18][N:17]([C:19]3[CH:24]=[C:23]([CH:25]([CH3:27])[CH3:26])[CH:22]=[CH:21][C:20]=3[CH3:28])[CH2:16][CH2:15][C:13]=2[N:14]=1. Procedure details: (R)-tert-Butyl 4-(2-(2,5-dimethylphenyl)-6-(5-isopropyl-2-methylphenyl)-5,6,7,8-tetrahydropyrido[4,3-d]pyrimidin-4-yl)-3-methylpiperazine-1-carboxylate (60 mg, 0.105 mmol) in DCM (1 mL) was treated with TFA (1 mL, 13.0 mmol) at rt for 15 min. The mixture was then concentrated to provide (R)-2-(2,5-Dimethylphenyl)-6-(5-isopropyl-2-methylphenyl)-4-(2-methylpiperazin-1-yl)-5,6,7,8-tetrahydropyrido[4,3-d]pyrimidine, which was taken on without need further purification. MS (ESI+) m/z 470.4 (M+H)+.